From a dataset of the Open Reaction Database (ORD), a public repository of structured organic reaction records. describe an organic reaction: reactants, conditions, products, and yield Starting materials: NC=1C=C(OCCNC(OC(C)(C)C)=O)C=CC1 (tert-butyl 2-(3-aminophenoxy)ethylcarbamate), C1(CCCCC1)S(=O)(=O)Cl (cyclohexanesulfonyl chloride). Product: C1(CCCCC1)S(=O)(=O)NC=1C=C(OCCNC(OC(C)(C)C)=O)C=CC1 (tert-butyl 2-(3-(cyclohexanesulfonamido)phenoxy)ethylcarbamate). Reaction SMILES: [NH2:1][C:2]1[CH:3]=[C:4]([CH:16]=[CH:17][CH:18]=1)[O:5][CH2:6][CH2:7][NH:8][C:9](=[O:15])[O:10][C:11]([CH3:14])([CH3:13])[CH3:12].[CH:19]1([S:25](Cl)(=[O:27])=[O:26])[CH2:24][CH2:23][CH2:22][CH2:21][CH2:20]1>>[CH:19]1([S:25]([NH:1][C:2]2[CH:3]=[C:4]([CH:16]=[CH:17][CH:18]=2)[O:5][CH2:6][CH2:7][NH:8][C:9](=[O:15])[O:10][C:11]([CH3:14])([CH3:13])[CH3:12])(=[O:27])=[O:26])[CH2:24][CH2:23][CH2:22][CH2:21][CH2:20]1. Procedure details: Sulfonation of tert-butyl 2-(3-aminophenoxy)ethylcarbamate (3) using cyclohexanesulfonyl chloride (8) following the method described in Example 1 gave tert-butyl 2-(3-(cyclohexanesulfonamido)phenoxy)ethylcarbamate (9) as a light yellow oil. 1H NMR (400 MHz, DMSO-d6) δ 9.70 (s, 1H), 7.16 (t, J=8.0 Hz, 1H), 6.97 (t, J=6.0 Hz, 1H), 6.75-6.78 (m, 2H), 6.59-6.62 (m, 1H), 3.87 (t, J=5.6 Hz, 2H), 3.24 (q, J=6.0 Hz, 2H), 2.89-2.98 (m, 1H), 1.92-2.01 (m, 2H), 1.68-1.76 (m, 2H), 1.52-1.57 (m, 1H), 1.31-42... As a reaction SMILES: [C:1]([O:2][C:3](=[O:4])[N:8]1[CH2:9][CH2:10][C:11]2([C:12](=[O:20])[NH:13][c:14]3[cH:15][cH:16][cH:17][cH:18][c:19]32)[CH2:21][CH2:22]1)([CH3:5])([CH3:6])[CH3:7].[CH3:24][CH2:25][O:26][C:27](=[O:28])[CH3:29].[ClH:23]>>[NH:8]1[CH2:9][CH2:10][C:11]2([C:12](=[O:20])[NH:13][c:14]3[cH:15][cH:16][cH:17][cH:18][c:19]32)[CH2:21][CH2:22]1. Yields the product O=C1Nc2ccccc2C12CCNCC2. The reactants are CC(C)(C)OC(=O)N1CCC2(CC1)C(=O)Nc1ccccc12, CCOC(C)=O, Cl.